Task: describe an organic reaction: reactants, conditions, products, and yield. Dataset: the Open Reaction Database (ORD), a public repository of structured organic reaction records The reactants are NC(COC1=CC=C(C=C1)NC1=CC=C(C=C1)CCNC[C@H](O)C1=C2C=CC(NC2=C(C=C1)O)=O)(C)C (5-[(R)-2-(2-{4-[4-(2-amino-2-methyl-propoxy)-phenylamino]-phenyl}-ethylamino)-1-hydroxy-ethyl]-8-hydroxy-1H-quinolin-2-one), COC1=CC=C(C=CC(=O)O)C=C1 (4-Methoxycinnamic acid). Run in O1CCCC1 (tetrahydrofuran). Run at time 8 hour. Yields the product COC1=CC=C(C=CC(=O)O)C=C1.NC(COC1=CC=C(C=C1)NC1=CC=C(C=C1)CCNC[C@H](O)C1=C2C=CC(NC2=C(C=C1)O)=O)(C)C (5-[(R)-2-(2-{4-[4-(2-amino-2-methyl-propoxy)-phenylamino]-phenyl}-ethylamino)-1-hydroxy-ethyl]-8-hydroxy-1H-quinolin-2-one 4-methoxy cinnamate). RXN SMILES: [NH2:1][C:2]([CH3:37])([CH3:36])[CH2:3][O:4][C:5]1[CH:10]=[CH:9][C:8]([NH:11][C:12]2[CH:17]=[CH:16][C:15]([CH2:18][CH2:19][NH:20][CH2:21][C@@H:22]([C:24]3[CH:33]=[CH:32][C:31]([OH:34])=[C:30]4[C:25]=3[CH:26]=[CH:27][C:28](=[O:35])[NH:29]4)[OH:23])=[CH:14][CH:13]=2)=[CH:7][CH:6]=1.[CH3:38][O:39][C:40]1[CH:50]=[CH:49][C:43]([CH:44]=[CH:45][C:46]([OH:48])=[O:47])=[CH:42][CH:41]=1>O1CCCC1>[CH3:38][O:39][C:40]1[CH:50]=[CH:49][C:43]([CH:44]=[CH:45][C:46]([OH:48])=[O:47])=[CH:42][CH:41]=1.[NH2:1][C:2]([CH3:37])([CH3:36])[CH2:3][O:4][C:5]1[CH:10]=[CH:9][C:8]([NH:11][C:12]2[CH:13]=[CH:14][C:15]([CH2:18][CH2:19][NH:20][CH2:21][C@@H:22]([C:24]3[CH:33]=[CH:32][C:31]([OH:34])=[C:30]4[C:25]=3[CH:26]=[CH:27][C:28](=[O:35])[NH:29]4)[OH:23])=[CH:16][CH:17]=2)=[CH:7][CH:6]=1 |f:3.4|. Procedure details: 5-[(R)-2-(2-{4-[4-(2-amino-2-methyl-propoxy)-phenylamino]-phenyl}-ethylamino)-1-hydroxy-ethyl]-8-hydroxy-1H-quinolin-2-one (0.101 g) was slurried in aqueous tetrahydrofuran (1:1 THF:H2O vol/vol, 1.2 mL). 4-Methoxycinnamic acid (0.036 g, predominantly trans) was added to the mixture. A solution formed before crystallisation spontaneously occurred. The resultant slurry was stirred overnight at room temperature and then filtered. The filtered solid was washed with aqueous tetrahydrofuran (1:1 THF:H... Reactants: C(C)(C)(C)OC(=O)C1(CC1)CC#C[Si](C)(C)C (1-(3-trimethylsilanyl-prop-2-ynyl)-cyclopropane carboxylic acid tert-butyl ester), [H-].[H-].[H-].[H-].[Li+].[Al+3] (LAH). Yields the product C[Si](C#CCC1(CC1)CO)(C)C ([1-(3-Trimethylsilanyl-prop-2-ynyl)-cyclopropyl]-methanol). RXN SMILES: C([O:5][C:6]([C:8]1([CH2:11][C:12]#[C:13][Si:14]([CH3:17])([CH3:16])[CH3:15])[CH2:10][CH2:9]1)=O)(C)(C)C.[H-].[H-].[H-].[H-].[Li+].[Al+3]>>[CH3:17][Si:14]([CH3:15])([CH3:16])[C:13]#[C:12][CH2:11][C:8]1([CH2:6][OH:5])[CH2:10][CH2:9]1 |f:1.2.3.4.5.6|. Procedure details: In analogy to the procedure described in example 24D], reduction of the crude 1-(3-trimethylsilanyl-prop-2-ynyl)-cyclopropane carboxylic acid tert-butyl ester with LAH (1 M in THF) gave after naturally warming up to ambient temperature (during 2.75 h) the title compound as yellow oil. Starting materials: CC[C@@H]1CN2CC[C@@H]1C[C@@H]2[C@@H](C3=C4C=C(C=CC4=NC=C3)OC)OC5=NN=C(C6=CC=CC=C65)O[C@@H]([C@H]7C[C@@H]8CCN7C[C@@H]8CC)C9=C1C=C(C=CC1=NC=C9)OC (AD-mix-alpha), C(CCC)O (BuOH), O (Water), IC1=CC=C(C=C1)C(=C)C1=CC=C(C=C1)OC (1-iodo-4-(1-(4-methoxyphenyl)vinyl)benzene). Run at temperature 45 celsius. The product is IC1=CC=C(C=C1)C(CO)(O)C1=CC=C(C=C1)OC (1-(4-Iodo-phenyl)-1-(4-methoxy-phenyl)ethane-1,2-diol). RXN SMILES: CC[C@H]1[C@H]2C[C@H]([C@H](OC3C4C(=CC=CC=4)C(O[C@H](C4C=CN=C5C=4C=C(OC)C=C5)[C@@H]4N5C[C@H](CC)[C@@H](CC5)C4)=NN=3)C3C=CN=C4C=3C=C([O:22]C)C=C4)N(CC2)C1.C(O)CCC.[I:64][C:65]1[CH:70]=[CH:69][C:68]([C:71]([C:73]2[CH:78]=[CH:77][C:76]([O:79][CH3:80])=[CH:75][CH:74]=2)=[CH2:72])=[CH:67][CH:66]=1.[OH2:81]>>[I:64][C:65]1[CH:66]=[CH:67][C:68]([C:71]([C:73]2[CH:74]=[CH:75][C:76]([O:79][CH3:80])=[CH:77][CH:78]=2)([OH:22])[CH2:72][OH:81])=[CH:69][CH:70]=1. Procedure: Example 44.1 was obtained by dihydroxylation: the AD-mix-alpha (1.008 g, 0.720 mmol) in tert. BuOH (20 ml)/Water (20.00 ml) was immersed in an ice-bath. After 5 minutes 1-iodo-4-(1-(4-methoxyphenyl)vinyl)benzene (example 44.2) (0.22 g, 0.654 mmol) was added as solid. The reaction mixture was heated at 45° C. overnight. The organic solvent was removed under reduced pressure and the remaining aqueous phase was extracted three times with dichloromethane. The organic phases were pooled, dried over s...